Dataset: the Open Reaction Database (ORD), a public repository of structured organic reaction records. Task: describe an organic reaction: reactants, conditions, products, and yield Reactants: C(C)OC1=NNC=C1CCC(=O)OCC (ethyl 3-(3-ethoxy-1H-pyrazol-4-yl]propionate), ClCC1=CC=C(OCC=2C=NC=CC2)C=C1 (3-(4-chloromethylphenoxymethyl)pyridine), CN(C=O)C (N,N-dimethylformamide), [H-].[Na+] (sodium hydride). Solvent: O (water). Conditions: time 30 minute. Yields the product C(C)OC1=NN(C=C1CCC(=O)OCC)CC1=CC=C(C=C1)OCC=1C=NC=CC1 (ethyl 3-[3-ethoxy-1-[4-(3-pyridylmethoxy)benzyl]-1H-pyrazol-4-yl]propionate). Isolated yield 42.5%. Reaction SMILES: [CH2:1]([O:3][C:4]1[C:8]([CH2:9][CH2:10][C:11]([O:13][CH2:14][CH3:15])=[O:12])=[CH:7][NH:6][N:5]=1)[CH3:2].Cl[CH2:17][C:18]1[CH:31]=[CH:30][C:21]([O:22][CH2:23][C:24]2[CH:25]=[N:26][CH:27]=[CH:28][CH:29]=2)=[CH:20][CH:19]=1.CN(C)C=O.[H-].[Na+]>O>[CH2:1]([O:3][C:4]1[C:8]([CH2:9][CH2:10][C:11]([O:13][CH2:14][CH3:15])=[O:12])=[CH:7][N:6]([CH2:17][C:18]2[CH:19]=[CH:20][C:21]([O:22][CH2:23][C:24]3[CH:25]=[N:26][CH:27]=[CH:28][CH:29]=3)=[CH:30][CH:31]=2)[N:5]=1)[CH3:2] |f:3.4|. Procedure: To a mixture of ethyl 3-(3-ethoxy-1H-pyrazol-4-yl]propionate (415 mg), 3-(4-chloromethylphenoxymethyl)pyridine (554 mg), and N,N-dimethylformamide (10 ml), sodium hydride (60%, oily, 80.0 mg) was added at 0° C., and then the mixture was stirred at room temperature for 30 minutes. The reaction mixture was poured into water, which was extracted with ethyl acetate. The ethyl acetate layer was washed with water, then, with saturated aqueous sodium chloride solution, dried (MgSO4) and concentrated. T... Reactants: C1(=CC=C(C=C1)C[C@H](C[C@H](C(=O)OCC)C)NC(C(=O)NN)=O)C1=CC=CC=C1 ((2R,4S)-ethyl 5-(biphenyl-4-yl)-4-(2-hydrazinyl-2-oxoacetamido)-2-methylpentanoate), intermediate 24, C1=CN(C=N1)C(=O)N2C=CN=C2 (CDI). The solvent is C1CCOC1 (THF). Conditions: time 4 hour. Product: C1(=CC=C(C=C1)C[C@H](C[C@H](C(=O)OCC)C)NC(=O)C=1OC(NN1)=O)C1=CC=CC=C1 ((2R,4S)-ethyl 5-(biphenyl-4-yl)-2-methyl-4-(5-oxo-4,5-dihydro-1,3,4-oxadiazole-2-carboxamido)pentanoate). Reaction SMILES: [C:1]1([C:24]2[CH:29]=[CH:28][CH:27]=[CH:26][CH:25]=2)[CH:6]=[CH:5][C:4]([CH2:7][C@@H:8]([NH:17][C:18](=[O:23])[C:19]([NH:21][NH2:22])=[O:20])[CH2:9][C@@H:10]([CH3:16])[C:11]([O:13][CH2:14][CH3:15])=[O:12])=[CH:3][CH:2]=1.C1N=CN([C:35](N2C=NC=C2)=[O:36])C=1>C1COCC1>[C:1]1([C:24]2[CH:29]=[CH:28][CH:27]=[CH:26][CH:25]=2)[CH:6]=[CH:5][C:4]([CH2:7][C@@H:8]([NH:17][C:18]([C:19]2[O:20][C:35](=[O:36])[NH:22][N:21]=2)=[O:23])[CH2:9][C@@H:10]([CH3:16])[C:11]([O:13][CH2:14][CH3:15])=[O:12])=[CH:3][CH:2]=1. Procedure: To a solution of (2R,4S)-ethyl 5-(biphenyl-4-yl)-4-(2-hydrazinyl-2-oxoacetamido)-2-methylpentanoate, intermediate 24, (200 mg, 0.50 mmol) in THF (10 mL) is added CDI (86 mg, 0.53 mmol). The crude is stirred at room temperature for 4 hrs. The crude is heated to 60 deg C. for 30 mins. This reaction is quenched with water and diluted in EtOAc. The organic layer is washed with brine, dried over MgSO4, filtered and concentrated. The crude residue is purified via HPLC MeCN/water (0.1% TFA) to give (2R... Reactants: CCOC(=O)C(C#N)c1cc(C(=O)N2CCCC3CCCCC32)cs1, CS(C)=O, [Cl-], ClCCl, [Li+]. The product is N#CCc1cc(C(=O)N2CCCC3CCCCC32)cs1. Reaction SMILES: [CH2:1]([O:2][C:3](=[O:4])[CH:5]([c:6]1[s:7][cH:8][c:9]([C:11](=[O:12])[N:13]2[CH2:14][CH2:15][CH2:16][CH:17]3[CH2:18][CH2:19][CH2:20][CH2:21][CH:22]23)[cH:10]1)[C:23]#[N:24])[CH3:25].[CH3:28][S:29]([CH3:30])=[O:31].[Cl-:27].[Cl:32][CH2:33][Cl:34].[Li+:26]>>[CH2:5]([c:6]1[s:7][cH:8][c:9]([C:11](=[O:12])[N:13]2[CH2:14][CH2:15][CH2:16][CH:17]3[CH2:18][CH2:19][CH2:20][CH2:21][CH:22]23)[cH:10]1)[C:23]#[N:24]. Reactants: ClC=1C=C(OC2=CC=C(C(=O)C=CC(=O)O)C=C2)C=CC1 (3-[4-(3-chlorophenoxy)benzoyl]acrylic acid), CC1=CC=C(OC2=CC=C(C(=O)C=CC(=O)O)C=C2)C=C1 (3-[4-(4-methylphenoxy)benzoyl]acrylic acid). Yields the product ClC=1C=C(OC2=CC=C(C(=O)C=CC(=O)OCC)C=C2)C=CC1 (ethyl 3-[4-(3-chlorophenoxy)benzoyl]acrylate). Reaction SMILES: [Cl:1][C:2]1[CH:3]=[C:4]([CH:19]=[CH:20][CH:21]=1)[O:5][C:6]1[CH:18]=[CH:17][C:9]([C:10]([CH:12]=[CH:13][C:14]([OH:16])=[O:15])=[O:11])=[CH:8][CH:7]=1.[CH3:22][C:23]1C=CC(OC2C=CC(C(C=CC(O)=O)=O)=CC=2)=CC=1>>[Cl:1][C:2]1[CH:3]=[C:4]([CH:19]=[CH:20][CH:21]=1)[O:5][C:6]1[CH:18]=[CH:17][C:9]([C:10]([CH:12]=[CH:13][C:14]([O:16][CH2:22][CH3:23])=[O:15])=[O:11])=[CH:8][CH:7]=1. Reported procedure: The procedure in Example 17(1) was followed, except that 6.05 g of 3-[4-(3-chlorophenoxy)benzoyl]acrylic acid were used in place of 3-[4-(4-methylphenoxy)benzoyl]acrylic acid, to give 5.78 g of ethyl 3-[4-(3-chlorophenoxy)benzoyl]acrylate in the form of an oil. Product: [Br-], Fc1ccc([Mg+])cc1. Starting materials: Fc1ccc(Br)cc1, [Mg]. As a reaction SMILES: [F:1][c:2]1[cH:3][cH:4][c:5]([Br:8])[cH:6][cH:7]1.[Mg:9]>>[Br-:8].[F:1][c:2]1[cH:3][cH:4][c:5]([Mg+:9])[cH:6][cH:7]1. Reactants: C(C)(C)(C)OC(=O)N(C1=NN(C(C2=CC(=CC=C12)C(=O)O)=O)C(C)C)C1=NN(C(=C1)C)C(=O)OC(C)(C)C (1-[tert-Butoxycarbonyl-(1-tert-butoxycarbonyl-5-methyl-1H-pyrazol-3-yl)-amino]-3-isopropyl-4-oxo-3,4-dihydro-phthalazine-6-carboxylic acid). Solvent: FC(C(=O)O)(F)F (trifluoroacetic acid). Reaction conditions: time 48 hour. The product is C(C)(C)N1N=C(C2=CC=C(C=C2C1=O)C(=O)O)NC1=NNC(=C1)C (Isopropyl-1-(5-methyl-1H-pyrazol-3-ylamino)-4-oxo-3,4-dihydro-phthalazine-6-carboxylic acid). As a reaction SMILES: C(OC([N:8]([C:26]1[CH:30]=[C:29]([CH3:31])[N:28](C(OC(C)(C)C)=O)[N:27]=1)[C:9]1[C:18]2[C:13](=[CH:14][C:15]([C:19]([OH:21])=[O:20])=[CH:16][CH:17]=2)[C:12](=[O:22])[N:11]([CH:23]([CH3:25])[CH3:24])[N:10]=1)=O)(C)(C)C>FC(F)(F)C(O)=O>[CH:23]([N:11]1[C:12](=[O:22])[C:13]2[C:18](=[CH:17][CH:16]=[C:15]([C:19]([OH:21])=[O:20])[CH:14]=2)[C:9]([NH:8][C:26]2[CH:30]=[C:29]([CH3:31])[NH:28][N:27]=2)=[N:10]1)([CH3:25])[CH3:24]. Reported procedure: 1-[tert-Butoxycarbonyl-(1-tert-butoxycarbonyl-5-methyl-1H-pyrazol-3-yl)-amino]-3-isopropyl-4-oxo-3,4-dihydro-phthalazine-6-carboxylic acid (13.0 mg, 0.02 mmol) was dissolved in a 20% trifluoroacetic acid (TFA)/DCM solution (2 ml) and the reaction mixture was stirred for 48 hours. After this time, the reaction mixture was concentrated and the resulting residue was triturated with diethyl ether to give the title compound (Example M-1) as a white solid.